From a dataset of the Open Reaction Database (ORD), a public repository of structured organic reaction records. describe an organic reaction: reactants, conditions, products, and yield Starting materials: O1C=C[C@@H](O)[C@H](O)[C@H]1CO (glucal), C(C)(=O)O[C@H]1[C@@H](O[C@@H]([C@H]([C@@H]1OC(C)=O)OC(C)=O)COC(C)=O)C1=CC(=C(C=C1)Cl)CN1CC2=CC=CC=C2C1 (1-(2,3,4,6-tetra-O-acetyl-β-D-glucopyranosyl)-4-chloro-3-(1,3-dihydro-isoindol-2-ylmethyl)benzene). Yields the product [C@@H]1([C@H](O)[C@@H](O)[C@H](O)[C@H](O1)CO)C1=CC(=C(C=C1)Cl)CN1CC2=CC=CC=C2C1 (1-(β-D-glucopyranosyl)-4-chloro-3-(1,3-dihydro-isoindol-2-ylmethyl)benzene). As a reaction SMILES: O1[C@H](CO)[C@@H](O)[C@H](O)C=C1.C([O:14][C@@H:15]1[C@@H:20]([O:21]C(=O)C)[C@H:19]([O:25]C(=O)C)[C@@H:18]([CH2:29][O:30]C(=O)C)[O:17][C@H:16]1[C:34]1[CH:39]=[CH:38][C:37]([Cl:40])=[C:36]([CH2:41][N:42]2[CH2:50][C:49]3[C:44](=[CH:45][CH:46]=[CH:47][CH:48]=3)[CH2:43]2)[CH:35]=1)(=O)C>>[C@@H:16]1([C:34]2[CH:39]=[CH:38][C:37]([Cl:40])=[C:36]([CH2:41][N:42]3[CH2:43][C:44]4[C:49](=[CH:48][CH:47]=[CH:46][CH:45]=4)[CH2:50]3)[CH:35]=2)[O:17][C@H:18]([CH2:29][OH:30])[C@@H:19]([OH:25])[C@H:20]([OH:21])[C@H:15]1[OH:14]. Reported procedure: A mixed solution of 5-bromo-2-chloro-1-(tert-butyldiphenylsilyloxymethyl)benzene 77 (10.83 g) and 2,3,4,6-tetrakis-O-trimethylsilyl-D-glucono-1,5-lactone 2 (see U.S. Pat. No. 6,515,117) (13.2 g) in tetrahydrofuran (400 ml) was cooled to −78° C. under argon atmosphere, and thereto was added dropwise tert-butyl lithium (1.60 M pentane solution, 30.9 ml), and the mixture was stirred at the same temperature for 30 minutes to give a compound 78. Without isolating this compound, a solution of methanes...